The task is: describe an organic reaction: reactants, conditions, products, and yield. This data is from the Open Reaction Database (ORD), a public repository of structured organic reaction records. Reactants: ClC1=CC(=CC=C1)C(=O)OO (m-chloroperbenzoic acid), FC(F)(F)C1=NC=CC=C1 (trifluoromethylpyridine), [OH-].[Na+] (sodium hydroxide). Run in ClCCl (dichloromethane). Conditions: time 72 hour. Yields the product FC(C1=[N+](C=CC=C1)[O-])(F)F (2-(Trifluoromethyl)pyridine N-oxide). Yield: 47.0%. RXN SMILES: [F:1][C:2]([C:5]1[CH:10]=[CH:9][CH:8]=[CH:7][N:6]=1)([F:4])[F:3].ClC1C=CC=C(C(OO)=[O:19])C=1.[OH-].[Na+]>ClCCl>[F:1][C:2]([F:4])([F:3])[C:5]1[CH:10]=[CH:9][CH:8]=[CH:7][N+:6]=1[O-:19] |f:2.3|. Reported procedure: 5.1 g (35 mmol) of trifluoromethylpyridine were dissolved at room temperature in 100 ml of dry dichloromethane, admixed with 17.3 g of m-chloroperbenzoic acid and stirred at room temperature for 72 h. Thereafter, the mixture was admixed with 1 N sodium hydroxide solution and extracted four times with dichloromethane; the combined organic phases were dried over magnesium sulfate, filtered and concentrated under reduced pressure. The crude product was taken up in water, stirred and filtered, and t... Reactants: CO, CC(C)(C)OC(=O)NC(CN=[N+]=[N-])CC1CCCCC1. Product: CC(C)(C)OC(=O)NC(CN)CC1CCCCC1. As a reaction SMILES: [CH3:21][OH:22].[N:1](=[N+:2]=[N-:3])[CH2:4][CH:5]([CH2:6][CH:7]1[CH2:8][CH2:9][CH2:10][CH2:11][CH2:12]1)[NH:13][C:14]([O:15][C:16]([CH3:17])([CH3:18])[CH3:19])=[O:20]>>[NH2:1][CH2:4][CH:5]([CH2:6][CH:7]1[CH2:8][CH2:9][CH2:10][CH2:11][CH2:12]1)[NH:13][C:14]([O:15][C:16]([CH3:17])([CH3:18])[CH3:19])=[O:20]. Reactants: [BH4-].[Na+] (sodium borohydride), C(C)(=O)C1=CC=C(C=C1)C(=O)OC(C1=CC=CC=C1)C (methylbenzyl 4-acetylphenylcarboxylate), C(C)O (ethanol), ClCCl (dichloromethane), ice water. Solvent: C1CCOC1 (THF). Product: OC(C)C1=CC=C(C=C1)C(=O)OC(C1=CC=CC=C1)C (methylbenzyl 4-(1-hydroxyethyl)phenylcarboxylate). Isolated yield 96.9%. RXN SMILES: [C:1]([C:4]1[CH:9]=[CH:8][C:7]([C:10]([O:12][CH:13]([CH3:20])[C:14]2[CH:19]=[CH:18][CH:17]=[CH:16][CH:15]=2)=[O:11])=[CH:6][CH:5]=1)(=[O:3])[CH3:2].C(O)C.ClCCl.[BH4-].[Na+]>C1COCC1>[OH:3][CH:1]([C:4]1[CH:9]=[CH:8][C:7]([C:10]([O:12][CH:13]([CH3:20])[C:14]2[CH:19]=[CH:18][CH:17]=[CH:16][CH:15]=2)=[O:11])=[CH:6][CH:5]=1)[CH3:2] |f:3.4|. Procedure: 32.17 g (0.12 mol) of methylbenzyl 4-acetylphenylcarboxylate, 50 ml of ethanol, 100 ml of dichloromethane and 50 ml of THF were supplied into a four-necked flask provided with a stirrer and a thermometer. Then 2.3 g (0.06 mol) of sodium borohydride was added at 15°-25° C. over a period of 10 minutes. The mixture was maintained at the same temperature for 2 hours and the reaction mixture was poured into ice-water and treated according to Example 19 to obtain 31.43 g (97% yield) of methylbenzyl 4-... The reactants are C(C1=CC=CC=C1)(=O)NC1CCNCC1 (4-Benzamidopiperidine), C(C)OC(C#C)OCC (propiolaldehyde diethylacetal), cupric acetate, C=O (paraformaldehyde). The solvent is O1CCOCC1 (dioxane). Run at time 24 hour. The product is C(C1=CC=CC=C1)(=O)NC1CCN(CC1)CC#CC(OCC)OCC (4-benzamido-1-(4,4-diethoxybut-2-ynyl)piperidine). RXN SMILES: [C:1]([NH:9][CH:10]1[CH2:15][CH2:14][NH:13][CH2:12][CH2:11]1)(=[O:8])[C:2]1[CH:7]=[CH:6][CH:5]=[CH:4][CH:3]=1.[CH2:16]=O.[CH2:18]([O:20][CH:21]([O:24][CH2:25][CH3:26])[C:22]#[CH:23])[CH3:19]>O1CCOCC1>[C:1]([NH:9][CH:10]1[CH2:15][CH2:14][N:13]([CH2:16][C:23]#[C:22][CH:21]([O:24][CH2:25][CH3:26])[O:20][CH2:18][CH3:19])[CH2:12][CH2:11]1)(=[O:8])[C:2]1[CH:3]=[CH:4][CH:5]=[CH:6][CH:7]=1. Procedure details: 4-Benzamidopiperidine (62 g.) was added to a stirred suspensions of 1.1 g. cupric acetate and 9.5 g. paraformaldehyde in 300 ml. dry dioxane, followed by propiolaldehyde diethylacetal (38.6 g.). Stirring was continued for 24 hours at 80° C. under nitrogen. The hot reaction mixture was filtered and the filtrate was evaporated. Recrystallisation of the solid residue from ethyl acetate-petroleum ether (bp. 60°-80° C.) gave 4-benzamido-1-(4,4-diethoxybut-2-ynyl)piperidine as colourless shining leafl... The reactants are C(C1=CC=CC=C1)OC(=O)N1[C@H](C(=O)N2[C@@H](CCC2)C(COC2=CC=CC=C2)O)CCC1 ((2S)-1-(N-Benzyloxycarbonyl-L-prolyl)-2-(1-hydroxy-2-phenoxyethyl)pyrrolidine), CS(=O)C.C1CCC(CC1)N=C=NC2CCCCC2 (DMSO DCC). The product is C(C1=CC=CC=C1)OC(=O)N1[C@H](C(=O)N2[C@@H](CCC2)C(COC2=CC=CC=C2)=O)CCC1 ((2S)-1-(N-benzyloxycarbonyl-L-prolyl)-2-(phenoxyacetyl)-pyrrolidine). Yield: 83.8%. RXN SMILES: [CH2:1]([O:8][C:9]([N:11]1[CH2:32][CH2:31][CH2:30][C@H:12]1[C:13]([N:15]1[CH2:19][CH2:18][CH2:17][C@H:16]1[CH:20]([OH:29])[CH2:21][O:22][C:23]1[CH:28]=[CH:27][CH:26]=[CH:25][CH:24]=1)=[O:14])=[O:10])[C:2]1[CH:7]=[CH:6][CH:5]=[CH:4][CH:3]=1.CS(C)=O.C1CCC(N=C=NC2CCCCC2)CC1>>[CH2:1]([O:8][C:9]([N:11]1[CH2:32][CH2:31][CH2:30][C@H:12]1[C:13]([N:15]1[CH2:19][CH2:18][CH2:17][C@H:16]1[C:20](=[O:29])[CH2:21][O:22][C:23]1[CH:28]=[CH:27][CH:26]=[CH:25][CH:24]=1)=[O:14])=[O:10])[C:2]1[CH:3]=[CH:4][CH:5]=[CH:6][CH:7]=1 |f:1.2|. Reported procedure: (2S)-1-(N-Benzyloxycarbonyl-L-prolyl)-2-(1-hydroxy-2-phenoxyethyl)pyrrolidine (393 mg) was subjected to DMSO-DCC oxidation in the same manner as in Example 1-D) to give 328 mg of (2S)-1-(N-benzyloxycarbonyl-L-prolyl)-2-(phenoxyacetyl)-pyrrolidine (See Table 2). Reactants: OCCCBr, COc1cccc2c1nc(C(F)F)n2-c1nc(N2CCOCC2)nc(N2CCC(NS(C)(=O)=O)CC2)n1, [K+], [K+], O=C([O-])[O-], CN(C)C=O, O. Product: COc1cccc2c1nc(C(F)F)n2-c1nc(N2CCOCC2)nc(N2CCC(N(CCCO)S(C)(=O)=O)CC2)n1. RXN SMILES: [Br:44][CH2:45][CH2:46][CH2:47][OH:48].[F:1][CH:2]([c:3]1[n:4][c:5]2[c:6]([n:7]1-[c:8]1[n:9][c:10]([N:20]3[CH2:21][CH2:22][CH:23]([NH:26][S:27](=[O:28])(=[O:29])[CH3:30])[CH2:24][CH2:25]3)[n:11][c:12]([N:14]3[CH2:15][CH2:16][O:17][CH2:18][CH2:19]3)[n:13]1)[cH:31][cH:32][cH:33][c:34]2[O:35][CH3:36])[F:37].[K+:38].[K+:39].[O-:40][C:41]([O-:42])=[O:43].[O:49]=[CH:50][N:51]([CH3:52])[CH3:53].[OH2:54]>>[F:1][CH:2]([c:3]1[n:4][c:5]2[c:6]([n:7]1-[c:8]1[n:9][c:10]([N:20]3[CH2:21][CH2:22][CH:23]([N:26]([S:27](=[O:28])(=[O:29])[CH3:30])[CH2:45][CH2:46][CH2:47][OH:48])[CH2:24][CH2:25]3)[n:11][c:12]([N:14]3[CH2:15][CH2:16][O:17][CH2:18][CH2:19]3)[n:13]1)[cH:31][cH:32][cH:33][c:34]2[O:35][CH3:36])[F:37]. The reactants are O=C(n1ccnc1)n1ccnc1, CS(N)(=O)=O, CN(C)C=O, Cc1ccccc1N1CCN(c2cccc(C3Nc4ccc(C(=O)O)cc4CC3(C)C)c2)CC1, [H-], [Na+]. Product: Cc1ccccc1N1CCN(c2cccc(C3Nc4ccc(C(=O)NS(C)(=O)=O)cc4CC3(C)C)c2)CC1. RXN SMILES: [C:42]([n:43]1[cH:44][cH:45][n:46][cH:47]1)([n:48]1[cH:49][cH:50][n:51][cH:52]1)=[O:53].[CH3:3][S:4](=[O:5])(=[O:6])[NH2:7].[CH3:54][N:55]([CH3:56])[CH:57]=[O:58].[CH3:8][C:9]1([CH3:41])[CH:10]([c:22]2[cH:23][c:24]([N:28]3[CH2:29][CH2:30][N:31]([c:34]4[c:35]([CH3:40])[cH:36][cH:37][cH:38][cH:39]4)[CH2:32][CH2:33]3)[cH:25][cH:26][cH:27]2)[NH:11][c:12]2[cH:13][cH:14][c:15]([C:19](=[O:20])[OH:21])[cH:16][c:17]2[CH2:18]1.[H-:1].[Na+:2]>>[CH3:3][S:4](=[O:5])(=[O:6])[NH:7][C:19]([c:15]1[cH:14][cH:13][c:12]2[c:17]([cH:16]1)[CH2:18][C:9]([CH3:8])([CH3:41])[CH:10]([c:22]1[cH:23][c:24]([N:28]3[CH2:29][CH2:30][N:31]([c:34]4[c:35]([CH3:40])[cH:36][cH:37][cH:38][cH:39]4)[CH2:32][CH2:33]3)[cH:25][cH:26][cH:27]1)[NH:11]2)=[O:20]. Starting materials: ClC(=O)OC(C)Cl (1-Chloroethyl chloroformate), C(CCCCC)O (1-hexanol), N1=CC=CC=C1 (Pyridine). Run in C(Cl)(Cl)Cl (chloroform). Reaction conditions: time 20 hour. Product: C(OC(C)Cl)(OCCCCCC)=O (1-Chloroethyl Hexyl Carbonate). Reaction SMILES: Cl[C:2]([O:4][CH:5]([Cl:7])[CH3:6])=[O:3].[CH2:8]([OH:14])[CH2:9][CH2:10][CH2:11][CH2:12][CH3:13].N1C=CC=CC=1>C(Cl)(Cl)Cl>[C:2](=[O:3])([O:14][CH2:8][CH2:9][CH2:10][CH2:11][CH2:12][CH3:13])[O:4][CH:5]([Cl:7])[CH3:6]. Procedure details: 1-Chloroethyl chloroformate (10.0 g, 69.9 mmol) and 1-hexanol (6.5 g, 63.6 mmol) were dissolved in chloroform (80 ml) at 0° C. Pyridine (5.5 g, 69.5 mmol) was added dropwise during 17 minutes maintaining the temperature below 10° C. After stirring at room temperature for 20 hours the organic phase was washed three times with 1 normal hydrochloric acid, once with a saturated sodium hydrogen carbonate solution and finally twice with water. The organic solution was dried with magnesium sulfate and ...